From a dataset of the Open Reaction Database (ORD), a public repository of structured organic reaction records. describe an organic reaction: reactants, conditions, products, and yield Starting materials: COC(COC1=C2CCCOC2=C(C=C1)S)=O ((8-mercapto-chroman-5-yloxy)-acetic acid methyl ester), ClCC1=C(N=C(S1)C1=CC=C(C=C1)C(F)(F)F)C (5-chloromethyl-4-methyl-2-(4-trifluoromethyl-phenyl)-thiazole), C([O-])([O-])=O.[Cs+].[Cs+] (cesium carbonate). Solvent: C(C)#N (acetonitrile). Yields the product COC(COC1=C2CCCOC2=C(C=C1)SCC1=C(N=C(S1)C1=CC=C(C=C1)C(F)(F)F)C)=O ({8-[4-Methyl-2-(4-trifluoromethyl-phenyl)-thiazol-5-ylmethylsulfanyl]-chroman-5-yloxy}-acetic acid methyl ester). The yield is 95.0%. Reaction SMILES: [CH3:1][O:2][C:3](=[O:17])[CH2:4][O:5][C:6]1[CH:15]=[CH:14][C:13]([SH:16])=[C:12]2[C:7]=1[CH2:8][CH2:9][CH2:10][O:11]2.Cl[CH2:19][C:20]1[S:24][C:23]([C:25]2[CH:30]=[CH:29][C:28]([C:31]([F:34])([F:33])[F:32])=[CH:27][CH:26]=2)=[N:22][C:21]=1[CH3:35].C(=O)([O-])[O-].[Cs+].[Cs+]>C(#N)C>[CH3:1][O:2][C:3](=[O:17])[CH2:4][O:5][C:6]1[CH:15]=[CH:14][C:13]([S:16][CH2:19][C:20]2[S:24][C:23]([C:25]3[CH:26]=[CH:27][C:28]([C:31]([F:34])([F:32])[F:33])=[CH:29][CH:30]=3)=[N:22][C:21]=2[CH3:35])=[C:12]2[C:7]=1[CH2:8][CH2:9][CH2:10][O:11]2 |f:2.3.4|. Reported procedure: A solution of (8-mercapto-chroman-5-yloxy)-acetic acid methyl ester (410 mg, 1.6 mmol), 5-chloromethyl-4-methyl-2-(4-trifluoromethyl-phenyl)-thiazole (564 mg, 1.9 mmol) and cesium carbonate (787 mg, 2.4 mmol) in 15 ml anhydrous acetonitrile were stirred at 60° C. for 2.5 hours. The reaction was then cooled, filtered and concentrated in vacuo. Purification of the residue by flash column chromatography (gradient elution: 10% EtOAc/hexanes to 35% EtOAc/hexanes) afforded the title compound (95%). IR... Reaction SMILES: [C:1](=[O:2])([CH3:3])[NH:4][c:5]1[cH:6][cH:7][cH:8][c:9]2[c:15]1[C:14](=[O:16])[c:13]1[c:12]([cH:20][cH:19][cH:18][cH:17]1)[CH2:11][O:10]2.[C:21](=[O:22])([OH:23])[O-:24].[ClH:26].[Na+:25]>>[NH2:4][c:5]1[cH:6][cH:7][cH:8][c:9]2[c:15]1[C:14](=[O:16])[c:13]1[c:12]([cH:20][cH:19][cH:18][cH:17]1)[CH2:11][O:10]2. Starting materials: CC(=O)Nc1cccc2c1C(=O)c1ccccc1CO2, O=C([O-])O, Cl, [Na+]. The product is Nc1cccc2c1C(=O)c1ccccc1CO2.